This data is from the Open Reaction Database (ORD), a public repository of structured organic reaction records. The task is: describe an organic reaction: reactants, conditions, products, and yield The reactants are C1(CCCCC1)P(C1=C(C=CC=C1)C1=C(C=C(C=C1C(C)C)C(C)C)C(C)C)C1CCCCC1 (dicyclohexyl(2′,4′,6′-triisopropylbiphenyl-2-yl)phosphine), BrC=1C=C2N(N=CC(=C2NC(C)C2CC2)C(=O)N)C1 ((+/−)-6-bromo-4-(1-cyclopropylethylamino)pyrrolo[1,2-b]pyridazine-3-carboxamide), BrC=1C=C2N(N=CC(=C2NC(C)C2CC2)C(=O)N)C1 ((+/−)-6-bromo-4-(1-cyclopropylethylamino)pyrrolo[1,2-b]pyridazine-3-carboxamide), CN1CC(OB(OC(C1)=O)C1=NC=CC=C1)=O (6-methyl-2-(pyridin-2-yl)-1,3,6,2-dioxazaborocane-4,8-dione), C([O-])([O-])=O.[K+].[K+] (potassium carbonate). The reagents and catalysts are C=1C=CC(=CC1)/C=C/C(=O)/C=C/C2=CC=CC=C2.C=1C=CC(=CC1)/C=C/C(=O)/C=C/C2=CC=CC=C2.C=1C=CC(=CC1)/C=C/C(=O)/C=C/C2=CC=CC=C2.[Pd].[Pd] (Pd2 dba3), C(C)(=O)[O-].[Cu+2].C(C)(=O)[O-] (copper (II) acetate). Conditions: temperature 100 celsius, time 2 hour. Yields the product C1(CC1)C(C)NC=1C=2N(N=CC1C(=O)N)C=C(C2)C2=NC=CC=C2 ((+/−)-4-(1-cyclopropylethylamino)-6-(pyridin-2-yl)pyrrolo[1,2-b]pyridazine-3-carboxamide). Isolated yield 37.1%. As a reaction SMILES: C1(P(C2CCCCC2)C2C=CC=CC=2C2C(C(C)C)=CC(C(C)C)=CC=2C(C)C)CCCCC1.Br[C:36]1[CH:37]=[C:38]2[C:43]([NH:44][CH:45]([CH:47]3[CH2:49][CH2:48]3)[CH3:46])=[C:42]([C:50]([NH2:52])=[O:51])[CH:41]=[N:40][N:39]2[CH:53]=1.CN1CC(=O)OB([C:64]2[CH:69]=[CH:68][CH:67]=[CH:66][N:65]=2)OC(=O)C1.C(=O)([O-])[O-].[K+].[K+]>C1C=CC(/C=C/C(/C=C/C2C=CC=CC=2)=O)=CC=1.C1C=CC(/C=C/C(/C=C/C2C=CC=CC=2)=O)=CC=1.C1C=CC(/C=C/C(/C=C/C2C=CC=CC=2)=O)=CC=1.[Pd].[Pd].C([O-])(=O)C.[Cu+2].C([O-])(=O)C>[CH:47]1([CH:45]([NH:44][C:43]2[C:38]3[N:39]([CH:53]=[C:36]([C:64]4[CH:69]=[CH:68][CH:67]=[CH:66][N:65]=4)[CH:37]=3)[N:40]=[CH:41][C:42]=2[C:50]([NH2:52])=[O:51])[CH3:46])[CH2:49][CH2:48]1 |f:3.4.5,6.7.8.9.10,11.12.13|. Procedure details: Pd2 dba3 (0.850 mg, 0.928 mmol) and dicyclohexyl(2′,4′,6′-triisopropylbiphenyl-2-yl)phosphine (1.770 mg, 3.71 mmol) were added to a degassed (nitrogen bubbled through for ca. 10 min) solution of (+/−)-6-bromo-4-(1-cyclopropylethylamino)pyrrolo[1,2-b]pyridazine-3-carboxamide (Intermediate 9, 20 mg, 0.062 mmol), 6-methyl-2-(pyridin-2-yl)-1,3,6,2-dioxazaborocane-4,8-dione (21.72 mg, 0.093 mmol), potassium carbonate (42.8 mg, 0.309 mmol) and copper (II) acetate (5.62 mg, 0.031 mmol). The vial was se... The reactants are BrC1=CC2=C(C=3N=C(SC3CCO2)C=2N(N=CN2)CC(F)(F)F)C=C1 (8-Bromo-2-[2-(2,2,2-trifluoro-ethyl)-2H-[1,2,4]triazol-3-yl]-4,5-dihydro-6-oxa-3-thia-1-aza-benzo[e]azulene), BrC1=CC2=C(C=3N=C(SC3CCO2)C(=O)N)C=C1 (8-bromo-4,5-dihydro-6-oxa-3-thia-1-aza-benzo[e]azulene-2-carboxylic acid amide), CN1CCC(CC1)NN ((1-methyl-piperidin-4-yl)-hydrazine). Product: BrC1=CC2=C(C=3N=C(SC3CCO2)C=2N(N=CN2)C2CCN(CC2)C)C=C1 (8-Bromo-2-[2-(1-methyl-piperidin-4-yl)-2H-[1,2,4]triazol-3-yl]-4,5-dihydro-6-oxa-3-thia-1-aza-benzo[e]azulene). Reaction SMILES: [Br:1][C:2]1[CH:25]=[CH:24][C:5]2[C:6]3[N:7]=[C:8]([C:14]4[N:15]([CH2:19][C:20](F)(F)F)[N:16]=[CH:17][N:18]=4)[S:9][C:10]=3[CH2:11][CH2:12][O:13][C:4]=2[CH:3]=1.BrC1C=CC2C3N=C(C(N)=O)SC=3CCOC=2C=1.[CH3:44][N:45]1[CH2:50]CC(NN)[CH2:47][CH2:46]1>>[Br:1][C:2]1[CH:25]=[CH:24][C:5]2[C:6]3[N:7]=[C:8]([C:14]4[N:15]([CH:19]5[CH2:47][CH2:46][N:45]([CH3:50])[CH2:44][CH2:20]5)[N:16]=[CH:17][N:18]=4)[S:9][C:10]=3[CH2:11][CH2:12][O:13][C:4]=2[CH:3]=1. Procedure: Following the procedure for 8-Bromo-2-[2-(2,2,2-trifluoro-ethyl)-2H-[1,2,4]triazol-3-yl]-4,5-dihydro-6-oxa-3-thia-1-aza-benzo[e]azulene, 8-Bromo-4,5-dihydro-6-oxa-3-thia-1-aza-benzo[e]azulene-2-carboxylic acid amide 25 was reacted with (1-methyl-piperidin-4-yl)-hydrazine to give 8-Bromo-2-[2-(1-methyl-piperidin-4-yl)-2H-[1,2,4]triazol-3-yl]-4,5-dihydro-6-oxa-3-thia-1-aza-benzo[e]azulene. Reactants: C(=C)OCC (Ethyl vinyl ether), C1(=CC=C(C=C1)S(=O)(=O)[O-])C.[NH+]1=CC=CC=C1 (PPTS), C(=C)OCC (EVE), ClCC[C@@H](O)C1CCCCC1 ((R)-3-chloro-1-cyclohexyl-1-propanol), C1(=CC=C(C=C1)S(=O)(=O)[O-])C.[NH+]1=CC=CC=C1 (pyridinium p-toluenesulfonate), C(Cl)Cl (CH2Cl2). Conditions: time 10 minute. Product: C(C)OC(C)O[C@H](CC)C1CC(CCC1)Cl ((R)-1-(3-chloro-1-cyclohexyl)propyl (1-ethoxyethyl) ether). Isolated yield 97.0%. Reaction SMILES: [CH:1]([O:3][CH2:4][CH3:5])=[CH2:2].Cl[CH2:7][CH2:8][C@H:9]([CH:11]1[CH2:16][CH2:15][CH2:14][CH2:13][CH2:12]1)[OH:10].C1(C)C=CC(S([O-])(=O)=O)=CC=1.[NH+]1C=CC=CC=1.C(Cl)[Cl:35]>>[CH2:1]([O:3][CH:4]([O:10][C@@H:9]([CH:11]1[CH2:16][CH2:15][CH2:14][CH:13]([Cl:35])[CH2:12]1)[CH2:8][CH3:7])[CH3:5])[CH3:2] |f:2.3|. Procedure: Ethyl vinyl ether (EVE) (10 mL) was added to a stirred, ice-cooled solution of (R)-3-chloro-1-cyclohexyl-1-propanol (4.89 g, 27.7 mmol) and pyridinium p-toluenesulfonate (PPTS) (0.04 g) in 40 mL of dry CH2Cl2. After 10 minutes, 0.20 g of PPTS and 8 mL of EVE were added, and the solution was allowed to warm to RT. After 1 hour, the solution was filtered through a pad of silica, eluting with diethyl ether. Concentration afforded 6.69 g (97%) of (R)-1-(3-chloro-1-cyclohexyl)propyl (1-ethoxyethyl) e...